Dataset: the Open Reaction Database (ORD), a public repository of structured organic reaction records. Task: describe an organic reaction: reactants, conditions, products, and yield Starting materials: C(C1=CC=CC=C1)(C1=CC=CC=C1)(C1=CC=CC=C1)SC1CC(N1)=O (4-tritylthio-2-azetidinone), COCCOCCl (methoxyethoxymethyl chloride), [OH-].[K+] (potassium hydroxide). The reagents and catalysts are [Br-].C(CCC)[N+](CCCC)(CCCC)CCCC (tetrabutylammonium bromide). Solvent: ClCCl (dichloromethane). Conditions: time 2 hour. Yields the product COCCOCN1C(CC1SC(C1=CC=CC=C1)(C1=CC=CC=C1)C1=CC=CC=C1)=O (1-(Methoxyethoxymethyl)-4-tritylthio-2-azetidinone). Isolated yield 95.7%. Reaction SMILES: [OH-].[K+].[C:3]([S:22][CH:23]1[NH:26][C:25](=[O:27])[CH2:24]1)([C:16]1[CH:21]=[CH:20][CH:19]=[CH:18][CH:17]=1)([C:10]1[CH:15]=[CH:14][CH:13]=[CH:12][CH:11]=1)[C:4]1[CH:9]=[CH:8][CH:7]=[CH:6][CH:5]=1.[CH3:28][O:29][CH2:30][CH2:31][O:32][CH2:33]Cl>[Br-].C([N+](CCCC)(CCCC)CCCC)CCC.ClCCl>[CH3:28][O:29][CH2:30][CH2:31][O:32][CH2:33][N:26]1[CH:23]([S:22][C:3]([C:10]2[CH:15]=[CH:14][CH:13]=[CH:12][CH:11]=2)([C:16]2[CH:17]=[CH:18][CH:19]=[CH:20][CH:21]=2)[C:4]2[CH:9]=[CH:8][CH:7]=[CH:6][CH:5]=2)[CH2:24][C:25]1=[O:27] |f:0.1,4.5|. Reported procedure: To a suspension of tetrabutylammonium bromide (322 mg, 1 mmole) and potassium hydroxide (85%, 70 mg, 1.1 mmole) in dichloromethane (10 ml) cooled to 5° was added with vigorous stirring 4-tritylthio-2-azetidinone (345 mg, 1 mmole) and methoxyethoxymethyl chloride (187 mg, 1.5 mmole). The mixture was stirred at room temperature for 2 h, the solvent was evaporated and the residue partitioned between water and ethyl acetate. The dried organic phase was concentrated to leave a viscous oil (415 mg). P... Starting materials: ClS(=O)(=O)O (chlorosulfonic acid), ice, ice, CC=1C=NC2=CC=CC=C2C1 (3-methyl-quinoline), S(=O)(Cl)Cl (thionyl chloride). The solvent is C(Cl)(Cl)Cl (Chloroform). Reaction conditions: time 5 hour. Product: CC=1C=NC2=C(C=CC=C2C1)S(=O)(=O)Cl (3-Methyl-8-quinolinesulfonyl chloride). The yield is 34.3%. Reaction SMILES: [Cl:1][S:2]([OH:5])(=O)=[O:3].[CH3:6][C:7]1[CH:8]=[N:9][C:10]2[C:15]([CH:16]=1)=[CH:14][CH:13]=[CH:12][CH:11]=2.S(Cl)(Cl)=O>C(Cl)(Cl)Cl>[CH3:6][C:7]1[CH:8]=[N:9][C:10]2[C:15]([CH:16]=1)=[CH:14][CH:13]=[CH:12][C:11]=2[S:2]([Cl:1])(=[O:5])=[O:3]. Reported procedure: To 9.0 mL (135 mmol, Fisher) of chlorosulfonic acid was added dropwise with stirring at room temperature 5.00 g (35.0 mmol, Lancaster) of 3-methyl-quinoline over ~5 minutes. The addition was exothermic. The resulting dark solution was heated to 140°-145°, stirring for 5 h, then cooled to 125°. To the cooled reaction mixture was added dropwise over 15 rain 3.3 mL (45 mmol, Mallinckrodt) of thionyl chloride, and the reaction mixture was then heated to 1400 for 1 h. The reaction mixture was cooled ... The reactants are O=C([O-])c1ccncc1, CC#N, CC(=O)N(CC1CN(c2ccc(C3CCS(=O)(=O)CC3)c(F)c2)C(=O)O1)C(=O)OC(C)Cl, [Cs+], O. Product: CC(=O)N(CC1CN(c2ccc(C3CCS(=O)(=O)CC3)c(F)c2)C(=O)O1)C(=O)OC(C)OC(=O)c1ccncc1. As a reaction SMILES: [C:33]([c:34]1[cH:35][cH:36][n:37][cH:38][cH:39]1)(=[O:40])[O-:41].[CH3:44][C:45]#[N:46].[Cl:1][CH:2]([CH3:3])[O:4][C:5]([N:6]([CH2:7][CH:8]1[CH2:9][N:10]([c:14]2[cH:15][c:16]([F:28])[c:17]([CH:20]3[CH2:21][CH2:22][S:23](=[O:26])(=[O:27])[CH2:24][CH2:25]3)[cH:18][cH:19]2)[C:11](=[O:13])[O:12]1)[C:29]([CH3:30])=[O:31])=[O:32].[Cs+:42].[OH2:43]>>[CH:2]([CH3:3])([O:4][C:5]([N:6]([CH2:7][CH:8]1[CH2:9][N:10]([c:14]2[cH:15][c:16]([F:28])[c:17]([CH:20]3[CH2:21][CH2:22][S:23](=[O:26])(=[O:27])[CH2:24][CH2:25]3)[cH:18][cH:19]2)[C:11](=[O:13])[O:12]1)[C:29]([CH3:30])=[O:31])=[O:32])[O:41][C:33]([c:34]1[cH:35][cH:36][n:37][cH:38][cH:39]1)=[O:40]. Starting materials: N(=O)[O-].[Na+] (sodium nitrite), ice, [Cu]C#N (copper(I) cyanide), [C-]#N.[K+] (potassium cyanide), N (ammonia), S(O)(O)(=O)=O (sulfuric acid), NC=1C(=C(C(=C(C(=O)O)C1I)I)CNC(C)=O)I (5-amino-3-acetylaminomethyl-2,4,6-triiodobenzoic acid). Solvent: O (water), C(C)(=O)O (acetic acid). Conditions: time 2 hour. The product is C(#N)C=1C(=C(C(=C(C(=O)O)C1I)I)CNC(C)=O)I (5-cyano-3-acetylaminomethyl-2,4,6-triiodobenzoic acid). The yield is 84.6%. Reaction SMILES: N([O-])=O.[Na+].S(=O)(=O)(O)O.N[C:11]1[C:12]([I:27])=[C:13]([CH2:22][NH:23][C:24](=[O:26])[CH3:25])[C:14]([I:21])=[C:15]([C:19]=1[I:20])[C:16]([OH:18])=[O:17].[Cu][C:29]#[N:30].[C-]#N.[K+].N>O.C(O)(=O)C>[C:29]([C:11]1[C:12]([I:27])=[C:13]([CH2:22][NH:23][C:24](=[O:26])[CH3:25])[C:14]([I:21])=[C:15]([C:19]=1[I:20])[C:16]([OH:18])=[O:17])#[N:30] |f:0.1,5.6|. Procedure details: 14 g of sodium nitrite is introduced under stirring into 170 ml of a concentrated sulfuric acid held at +5° C. The mixture is then maintained at +70° C. until solution has occurred, and then cooled to +5° C. After adding dropwise 84 ml of glacial acetic acid under cooling, 93.6 g of 5-amino-3-acetylaminomethyl-2,4,6-triiodobenzoic acid is added in incremental portions, maintaining the reaction temperature between 0° C. and +5° C. The reaction mixture is stirred for another 2 hours, poured on 800... The reactants are COc1ccccc1-n1ccnc1OCC1CCN(Cc2ccccc2)CC1, CC(C)O, ClCCl, Cl. Yields the product Oc1ccccc1-n1ccnc1OCC1CCN(Cc2ccccc2)CC1. Reaction SMILES: [CH3:2][O:3][c:4]1[c:5](-[n:10]2[c:11]([O:15][CH2:16][CH:17]3[CH2:18][CH2:19][N:20]([CH2:23][c:24]4[cH:25][cH:26][cH:27][cH:28][cH:29]4)[CH2:21][CH2:22]3)[n:12][cH:13][cH:14]2)[cH:6][cH:7][cH:8][cH:9]1.[CH:30]([OH:31])([CH3:32])[CH3:33].[Cl:34][CH2:35][Cl:36].[ClH:1]>>[OH:3][c:4]1[c:5](-[n:10]2[c:11]([O:15][CH2:16][CH:17]3[CH2:18][CH2:19][N:20]([CH2:23][c:24]4[cH:25][cH:26][cH:27][cH:28][cH:29]4)[CH2:21][CH2:22]3)[n:12][cH:13][cH:14]2)[cH:6][cH:7][cH:8][cH:9]1. Reagents/catalysts: C=1C=CC(=CC1)/C=C/C(=O)/C=C/C2=CC=CC=C2.C=1C=CC(=CC1)/C=C/C(=O)/C=C/C2=CC=CC=C2.C=1C=CC(=CC1)/C=C/C(=O)/C=C/C2=CC=CC=C2.[Pd].[Pd] (tris(dibenzylideneacetone)dipalladium(0)), C1(CCCCC1)P(C1=C(C=CC=C1)C1=C(C=CC=C1OC)OC)C1CCCCC1 (2-dicyclohexylphosphino-2′,6′-dimethoxybiphenyl). Yield: 92.7%. As a reaction SMILES: [C:1]1(B(O)O)[CH:6]=[CH:5][CH:4]=[CH:3][CH:2]=1.Br[C:11]1[CH:16]=[CH:15][C:14](Br)=[C:13]([CH3:18])[N:12]=1.[O-]P([O-])([O-])=O.[K+].[K+].[K+].[C:27]1(C)[CH:32]=[CH:31][CH:30]=[CH:29][CH:28]=1>C1C=CC(/C=C/C(/C=C/C2C=CC=CC=2)=O)=CC=1.C1C=CC(/C=C/C(/C=C/C2C=CC=CC=2)=O)=CC=1.C1C=CC(/C=C/C(/C=C/C2C=CC=CC=2)=O)=CC=1.[Pd].[Pd].C1(P(C2CCCCC2)C2C=CC=CC=2C2C(OC)=CC=CC=2OC)CCCCC1.O>[C:1]1([C:11]2[CH:16]=[CH:15][C:14]([C:27]3[CH:32]=[CH:31][CH:30]=[CH:29][CH:28]=3)=[C:13]([CH3:18])[N:12]=2)[CH:6]=[CH:5][CH:4]=[CH:3][CH:2]=1 |f:2.3.4.5,7.8.9.10.11|. Run in O (water). Yields the product C1(=CC=CC=C1)C1=NC(=C(C=C1)C1=CC=CC=C1)C (2,5-diphenyl-6-methylpyridine). Reported procedure: Phenylboronic acid (24.3 g, 199.25 mmol), 2,5-dibromo-6-methypyridine (10 g, 39.85 mmol), 2-dicyclohexylphosphino-2′,6′-dimethoxybiphenyl (654 mg, 1.5 mmol), and potassium phosphate tribasic (27.5 g, 119.5 mmol), 300 mL of toluene and 30 mL of water were placed in a 1 L round-bottom flask. Nitrogen was bubbled directly into the mixture for 30 min after which tris(dibenzylideneacetone)dipalladium(0) (364 mg, 0.398 mmol) was added. Nitrogen was bubbled for another 15 min then the reaction mixture ... Reactants: C1(=CC=CC=C1)B(O)O (Phenylboronic acid), BrC1=NC(=C(C=C1)Br)C (2,5-dibromo-6-methypyridine), [O-]P(=O)([O-])[O-].[K+].[K+].[K+] (potassium phosphate tribasic), C1(=CC=CC=C1)C (toluene).